This data is from the Open Reaction Database (ORD), a public repository of structured organic reaction records. The task is: describe an organic reaction: reactants, conditions, products, and yield Reactants: CS(C)=O, Cc1ccc(C(F)(F)CI)nc1, [N-]=[N+]=[N-], [Na+]. The product is Cc1ccc(C(F)(F)CN=[N+]=[N-])nc1. RXN SMILES: [CH3:17][S:18]([CH3:19])=[O:20].[F:1][C:2]([CH2:3][I:4])([F:5])[c:6]1[n:7][cH:8][c:9]([CH3:12])[cH:10][cH:11]1.[N-:13]=[N+:14]=[N-:15].[Na+:16]>>[F:1][C:2]([CH2:3][N:13]=[N+:14]=[N-:15])([F:5])[c:6]1[n:7][cH:8][c:9]([CH3:12])[cH:10][cH:11]1. The reactants are CCN(C(C)C)C(C)C (DIPEA), O=C(CNC(=O)C1=NN(C(=C1)OCC(=O)N1[C@@H](CCC1)C(NC1CCC1)=O)C1=CC=CC=C1)N1CCNCC1 (5-[2-((S)-2-Cyclobutylcarbamoyl-pyrrolidin-1-yl)-2-oxo-ethoxy]-1-phenyl-1H-pyrazole-3-carboxylic acid (2-oxo-2-piperazin-1-yl-ethyl)-amide), C(CCC)N=C=O (butyl isocyanate). Solvent: ClCCl (dichloromethane). Run at time 12 hour. Yields the product C(CCC)NC(=O)N1CCN(CC1)C(CNC(=O)C1=NN(C(=C1)OCC(=O)N1[C@@H](CCC1)C(NC1CCC1)=O)C1=CC=CC=C1)=O (4-[2-({5-[2-((S)-2-Cyclobutylcarbamoyl-pyrrolidin-1-yl)-2-oxo-ethoxy]-1-phenyl-1H-pyrazole-3-carbonyl}-amino)-acetyl]-piperazine-1-carboxylic acid butylamide). As a reaction SMILES: [O:1]=[C:2]([N:34]1[CH2:39][CH2:38][NH:37][CH2:36][CH2:35]1)[CH2:3][NH:4][C:5]([C:7]1[CH:11]=[C:10]([O:12][CH2:13][C:14]([N:16]2[CH2:20][CH2:19][CH2:18][C@H:17]2[C:21](=[O:27])[NH:22][CH:23]2[CH2:26][CH2:25][CH2:24]2)=[O:15])[N:9]([C:28]2[CH:33]=[CH:32][CH:31]=[CH:30][CH:29]=2)[N:8]=1)=[O:6].CCN(C(C)C)C(C)C.[CH2:49]([N:53]=[C:54]=[O:55])[CH2:50][CH2:51][CH3:52]>ClCCl>[CH2:49]([NH:53][C:54]([N:37]1[CH2:38][CH2:39][N:34]([C:2](=[O:1])[CH2:3][NH:4][C:5]([C:7]2[CH:11]=[C:10]([O:12][CH2:13][C:14]([N:16]3[CH2:20][CH2:19][CH2:18][C@H:17]3[C:21](=[O:27])[NH:22][CH:23]3[CH2:24][CH2:25][CH2:26]3)=[O:15])[N:9]([C:28]3[CH:29]=[CH:30][CH:31]=[CH:32][CH:33]=3)[N:8]=2)=[O:6])[CH2:35][CH2:36]1)=[O:55])[CH2:50][CH2:51][CH3:52]. Procedure: To a solution of 100 mg 5-[2-((S)-2-Cyclobutylcarbamoyl-pyrrolidin-1-yl)-2-oxo-ethoxy]-1-phenyl-1H-pyrazole-3-carboxylic acid (2-oxo-2-piperazin-1-yl-ethyl)-amide in 5 ml dichloromethane were added at 0° C. 56 l DIPEA and 25 l butyl isocyanate. After stirring for 12 h it was concentrated and the residue obtained was purified by preparative HPLC (C18 reverse phase column, elution with a water/MeCN gradient with 0.1% TFA) to give the title compound. Yield: 55 mg MS (ES+): m/e=637. Starting materials: O (water), OCC(C)[C@H]1[C@@H](C[C@@H](CC1)C)O ((1R, 2S, 5R)-2-(2-hydroxy-1-methylethyl)-5-methylcyclohexanol), C(C)I (ethyl iodide), [H-].[Na+] (sodium hydride). The solvent is CN(C=O)C (dimethylformamide). Reaction conditions: time 30 minute. Product: C(C)OCC(C)[C@H]1[C@@H](C[C@@H](CC1)C)O ((1R, 2S, 5R)-2-(2-ethoxy-1-methyl-ethyl)-5-methylcyclohexanol). Isolated yield 83.6%. As a reaction SMILES: [OH:1][CH2:2][CH:3]([C@@H:5]1[CH2:10][CH2:9][C@@H:8]([CH3:11])[CH2:7][C@H:6]1[OH:12])[CH3:4].[H-].[Na+].[CH2:15](I)[CH3:16].O>CN(C)C=O>[CH2:15]([O:1][CH2:2][CH:3]([C@@H:5]1[CH2:10][CH2:9][C@@H:8]([CH3:11])[CH2:7][C@H:6]1[OH:12])[CH3:4])[CH3:16] |f:1.2|. Procedure: 20.0 g (0.12 mol) of (1R, 2S, 5R)-2-(2-hydroxy-1-methylethyl)-5-methylcyclohexanol was dissolved in 100 ml of dimethylformamide, and 3.3 g (0.14 mol) of sodium hydride was added to the solution. The mixture was agitated for 30 min, and 21.8 g (0.14 mol) of ethyl iodide was dropped thereinto and continued to agitate at room temperature for 24 hr. After the completion of the reaction, 300 ml of water was added to the reaction fluid and agitated. The reaction product was extracted with ether. The r...